Dataset: the Open Reaction Database (ORD), a public repository of structured organic reaction records. Task: describe an organic reaction: reactants, conditions, products, and yield Starting materials: COC(=O)c1cc(C#N)ccc1C(F)F, CO, Cl, [H][H], [Pd]. The product is COC(=O)c1cc(CN)ccc1C(F)F, Cl. Reaction SMILES: [C:1](#[N:2])[c:3]1[cH:4][cH:5][c:6]([CH:13]([F:14])[F:15])[c:7]([C:8](=[O:9])[O:10][CH3:11])[cH:12]1.[CH3:20][OH:21].[ClH:16].[H:17][H:18].[Pd:19]>>[CH2:1]([NH2:2])[c:3]1[cH:4][cH:5][c:6]([CH:13]([F:14])[F:15])[c:7]([C:8](=[O:9])[O:10][CH3:11])[cH:12]1.[ClH:16]. Reactants: Cc1ccc(S(=O)(=O)NC(=O)OC(C)(C)C)cc1, C1CCOC1, CCOC(=O)N=NC(=O)OCC, CC(C)(C)OC(=O)Nc1ccccc1NC(=O)c1ccc(C=CCO)cc1, c1ccc(P(c2ccccc2)c2ccccc2)cc1. The product is Cc1ccc(S(=O)(=O)NCC=Cc2ccc(C(=O)Nc3ccccc3NC(=O)OC(C)(C)C)cc2)cc1. RXN SMILES: [C:1]([O:2][C:3]([CH3:4])([CH3:5])[CH3:6])(=[O:7])[NH:8][S:9](=[O:10])(=[O:11])[c:12]1[cH:13][cH:14][c:15]([CH3:18])[cH:16][cH:17]1.[CH2:77]1[O:78][CH2:79][CH2:80][CH2:81]1.[O:65]=[C:66]([O:67][CH2:68][CH3:69])[N:70]=[N:71][C:72]([O:73][CH2:74][CH3:75])=[O:76].[OH:38][CH2:39][CH:40]=[CH:41][c:42]1[cH:43][cH:44][c:45]([C:46](=[O:47])[NH:48][c:49]2[c:50]([NH:55][C:56]([O:57][C:58]([CH3:59])([CH3:60])[CH3:61])=[O:62])[cH:51][cH:52][cH:53][cH:54]2)[cH:63][cH:64]1.[c:19]1([P:20]([c:21]2[cH:22][cH:23][cH:24][cH:25][cH:26]2)[c:27]2[cH:28][cH:29][cH:30][cH:31][cH:32]2)[cH:33][cH:34][cH:35][cH:36][cH:37]1>>[CH2:1]([NH:8][S:9](=[O:10])(=[O:11])[c:12]1[cH:13][cH:14][c:15]([CH3:18])[cH:16][cH:17]1)[CH:40]=[CH:41][c:42]1[cH:43][cH:44][c:45]([C:46](=[O:47])[NH:48][c:49]2[c:50]([NH:55][C:56]([O:57][C:58]([CH3:59])([CH3:60])[CH3:61])=[O:62])[cH:51][cH:52][cH:53][cH:54]2)[cH:63][cH:64]1.